describe an organic reaction: reactants, conditions, products, and yield From a dataset of the Open Reaction Database (ORD), a public repository of structured organic reaction records. The reactants are C1(=CC=CC=C1)C=1C=C(CN)C=CC1 (3-phenylbenzylamine), N1=CC=CC=C1 (pyridine), C(CC(O)(C(=O)O)CC(=O)O)(=O)O (citric acid), ClC(=O)OC (methyl chloroformate). Solvent: C1(=CC=CC=C1)C (toluene). The product is C1(=CC=CC=C1)C=1C=C(CNC(OC)=O)C=CC1 (methyl N-(3-phenylbenzyl)carbamate). Isolated yield 58.5%. As a reaction SMILES: [C:1]1([C:7]2[CH:8]=[C:9]([CH:12]=[CH:13][CH:14]=2)[CH2:10][NH2:11])[CH:6]=[CH:5][CH:4]=[CH:3][CH:2]=1.N1C=CC=CC=1.Cl[C:22]([O:24][CH3:25])=[O:23].C(O)(=O)CC(CC(O)=O)(C(O)=O)O>C1(C)C=CC=CC=1>[C:1]1([C:7]2[CH:8]=[C:9]([CH:12]=[CH:13][CH:14]=2)[CH2:10][NH:11][C:22](=[O:23])[O:24][CH3:25])[CH:2]=[CH:3][CH:4]=[CH:5][CH:6]=1. Procedure: 11.18 g of 3-phenylbenzylamine in toluene (250 ml) was mixed with 7.24 g of pyridine at room temperature. The resulting solution was stirred under cooling with ice while 9.58 g of methyl chloroformate was added dropwise and then stirred at room temperature for 2 hours. After the reaction, the reaction solution was poured into aqueous citric acid and extracted with ethyl acetate, and the organic layer was washed with aqueous citric acid, dried over anhydrous magnesium sulfate and evaporated under... Starting materials: CCCCCCCCCC(=O)Cl, NS(=O)(=O)c1ccccc1NC(=O)c1ccc([N+](=O)[O-])c(OCc2ccccc2)c1, CN(C)c1ccncc1, C1CCOC1. The product is CCCCCCCCCC(=O)NS(=O)(=O)c1ccccc1NC(=O)c1ccc([N+](=O)[O-])c(OCc2ccccc2)c1. As a reaction SMILES: [C:1]([CH2:2][CH2:3][CH2:4][CH2:5][CH2:6][CH2:7][CH2:8][CH2:9][CH3:10])(=[O:11])[Cl:12].[CH2:13]([c:14]1[cH:15][cH:16][cH:17][cH:18][cH:19]1)[O:20][c:21]1[cH:22][c:23]([C:24](=[O:25])[NH:26][c:27]2[c:28]([S:33]([NH2:34])(=[O:35])=[O:36])[cH:29][cH:30][cH:31][cH:32]2)[cH:37][cH:38][c:39]1[N+:40](=[O:41])[O-:42].[CH3:43][N:44]([CH3:45])[c:46]1[cH:47][cH:48][n:49][cH:50][cH:51]1.[O:52]1[CH2:53][CH2:54][CH2:55][CH2:56]1>>[C:1]([CH2:2][CH2:3][CH2:4][CH2:5][CH2:6][CH2:7][CH2:8][CH2:9][CH3:10])(=[O:11])[NH:34][S:33]([c:28]1[c:27]([NH:26][C:24]([c:23]2[cH:22][c:21]([O:20][CH2:13][c:14]3[cH:15][cH:16][cH:17][cH:18][cH:19]3)[c:39]([N+:40](=[O:41])[O-:42])[cH:38][cH:37]2)=[O:25])[cH:32][cH:31][cH:30][cH:29]1)(=[O:35])=[O:36]. Run at time 3 hour. Reaction SMILES: [NH2:1][C:2]1[CH:7]=[CH:6][CH:5]=[CH:4][C:3]=1[SH:8].[CH3:9][C:10]([CH3:17])([C:14](O)=O)[C:11](O)=O>O>[CH3:9][C:10]([C:14]1[S:8][C:3]2[CH:4]=[CH:5][CH:6]=[CH:7][C:2]=2[N:1]=1)([C:17]1[S:8][C:3]2[CH:4]=[CH:5][CH:6]=[CH:7][C:2]=2[N:1]=1)[CH3:11]. Procedure: To a flask were added 50 g polyphosphoric acid. After heating to 70 C under nitrogen, a mixture of 3.13 g 2-aminothiophenol and 1.65 g dimethylmalonic acid was added. The reaction mixture was heated to 150 C for 2 hours, then 165 C for 3 hours. After cooling to 80 C, the mixture was poured into 100 ml water. The slurry was cooled to 5 C, filtered and the solid was washed with water. The solid was added to a mixture of 20 ml ethanol and 210 ml water at 50 C and basified with aqueous ammonium hydr... The solvent is O (water). Starting materials: polyphosphoric acid, NC1=C(C=CC=C1)S (2-aminothiophenol), CC(C(=O)O)(C(=O)O)C (dimethylmalonic acid). Yields the product CC(C)(C=1SC2=C(N1)C=CC=C2)C=2SC1=C(N2)C=CC=C1 (2,2′-Propane-2,2-diylbis(1,3-benzothiazole)). Reactants: NC=1C=C2C(=NC=NC2=CC1F)NC1=CC(=C(C=C1)F)Cl (6-amino-4-(3'-chloro-4'-fluoroanilino)-7-fluoroquinazoline), ClCCCC(=O)Cl (4-chlorobutyryl chloride). Yields the product Cl.ClCCCC(=O)NC=1C=C2C(=NC=NC2=CC1F)NC1=CC(=C(C=C1)F)Cl (6-(4-chlorobutyramido)-4-(3'-chloro-4'-fluoroanilino)-7-fluoroquinazoline hydrochloride). Isolated yield 91.0%. Reaction SMILES: [NH2:1][C:2]1[CH:3]=[C:4]2[C:9](=[CH:10][C:11]=1[F:12])[N:8]=[CH:7][N:6]=[C:5]2[NH:13][C:14]1[CH:19]=[CH:18][C:17]([F:20])=[C:16]([Cl:21])[CH:15]=1.[Cl:22][CH2:23][CH2:24][CH2:25][C:26](Cl)=[O:27]>>[ClH:21].[Cl:22][CH2:23][CH2:24][CH2:25][C:26]([NH:1][C:2]1[CH:3]=[C:4]2[C:9](=[CH:10][C:11]=1[F:12])[N:8]=[CH:7][N:6]=[C:5]2[NH:13][C:14]1[CH:19]=[CH:18][C:17]([F:20])=[C:16]([Cl:21])[CH:15]=1)=[O:27] |f:2.3|. Reported procedure: Using an analogous procedure to that described in Example 5, 6-amino-4-(3'-chloro-4'-fluoroanilino)-7-fluoroquinazoline was reacted with 4-chlorobutyryl chloride to give 6-(4-chlorobutyramido)-4-(3'-chloro-4'-fluoroanilino)-7-fluoroquinazoline hydrochloride as a solid in 91% yield; Reactants: 4-N,N-dimethylaminopyridine, C(=O)(OCC1=CC=CC=C1)N[C@@H](CC1=CC=CC=C1)C(=O)O (N-(carbobenzyloxy)-L-phenylalanine), C=1C=CC2=C(C1)N=NN2O (HOBT), Cl.CN(CCCN=C=NCC)C (N-(3-dimethylaminopropyl)-N ′-ethylcarbodiimide hydrochloride), COCCO (2-methoxyethanol). Solvent: CN(C)C=O (DMF). Conditions: time 8 hour. Product: COCCOC([C@@H](NC(=O)OCC1=CC=CC=C1)CC1=CC=CC=C1)=O (N-(carbobenzyloxy)-L-phenylalanine 2-methoxy-ethyl ester). Isolated yield 73.7%. Reaction SMILES: [C:1]([NH:11][C@H:12]([C:20]([OH:22])=[O:21])[CH2:13][C:14]1[CH:19]=[CH:18][CH:17]=[CH:16][CH:15]=1)([O:3][CH2:4][C:5]1[CH:10]=[CH:9][CH:8]=[CH:7][CH:6]=1)=[O:2].C1C=CC2N(O)N=NC=2C=1.Cl.CN(C)CCCN=C=NCC.[CH3:45][O:46][CH2:47][CH2:48]O>CN(C=O)C>[CH3:45][O:46][CH2:47][CH2:48][O:21][C:20](=[O:22])[C@H:12]([CH2:13][C:14]1[CH:19]=[CH:18][CH:17]=[CH:16][CH:15]=1)[NH:11][C:1]([O:3][CH2:4][C:5]1[CH:10]=[CH:9][CH:8]=[CH:7][CH:6]=1)=[O:2] |f:2.3|. Procedure details: A solution of N-(carbobenzyloxy)-L-phenylalanine (10.0 g, 33.4 mmol) in DMF (75 mL) was treated with HOBT (6.8 g, 50.1 mmol), N-(3-dimethylaminopropyl)-N ′-ethylcarbodiimide hydrochloride (7.7 g, 40.1 mmol), 2-methoxyethanol (2.8 g, 36.8 mmol) and a catalytic amount of 4-N,N-dimethylaminopyridine. The reaction was stirred overnight at room temperature. The reaction mixture was concentrated under reduced pressure and the residue taken up in ethyl acetate and washed with 1M hydrochloric acid, satu... The reactants are [N+](=O)([O-])C=1C=NNC1 (4-nitropyrazole), OC1COCC1 (3-hydroxy-tetrahydrofuran), C1(=CC=CC=C1)P(C1=CC=CC=C1)C1=CC=CC=C1 (triphenylphosphine), CC(C)OC(=O)/N=N/C(=O)OC(C)C (diisopropylazodicarboxylate). Solvent: C1CCOC1 (THF). Product: [N+](=O)([O-])C=1C=NN(C1)C1COCC1 (4-nitro-1-(tetrahydrofuran-3-yl)-1H-pyrazole). As a reaction SMILES: [N+:1]([C:4]1[CH:5]=[N:6][NH:7][CH:8]=1)([O-:3])=[O:2].O[CH:10]1[CH2:14][CH2:13][O:12][CH2:11]1.C1(P(C2C=CC=CC=2)C2C=CC=CC=2)C=CC=CC=1.CC(OC(/N=N/C(OC(C)C)=O)=O)C>C1COCC1>[N+:1]([C:4]1[CH:5]=[N:6][N:7]([CH:10]2[CH2:14][CH2:13][O:12][CH2:11]2)[CH:8]=1)([O-:3])=[O:2]. Procedure details: To a solution of 4-nitropyrazole (1 g, 8.8 mmol), 3-hydroxy-tetrahydrofuran (779 mg, 8.8 mmol) and triphenylphosphine (2.81 g, 10.56 mmol) in THF (30 mL) at 0° C. was added diisopropylazodicarboxylate (2.27 g, 1 mmol) dropwise and the reaction was allowed to warm to rt overnight. The reaction was concentrated and purified on SiO2 (30% EtOAc/heptane) to give 4-nitro-1-(tetrahydrofuran-3-yl)-1H-pyrazole as a clear oil. The oil was then dissolved in EtOH (30 mL) and hydrogenated via H-cube with 10%...